describe an organic reaction: reactants, conditions, products, and yield From a dataset of the Open Reaction Database (ORD), a public repository of structured organic reaction records. The reactants are ClC1=CC(=NC=C1)C(=O)NCCNC(OC(C)(C)C)=O (t-butyl [2-(4-chloropyridine-2-carboxamido)ethyl]carbamate), FC(C(=O)O)(F)F (trifluoroacetic acid), ClC1=CC(=NC=C1)C(=O)NCCNC(OC(C)(C)C)=O (t-butyl [2-(4-chloropyridine-2-carboxamido)ethyl]carbamate). Reported procedure: 10.6 g of t-butyl [2-(4-chloropyridine-2-carboxamido)ethyl]carbamate were reacted with trifluoroacetic acid in an analogous manner to that described in Example 3, paragraph 2. The residue was converted into the hydrochloride which was recrystallized from methanol/ether, whereby there was obtained N-(2-aminoethyl)-4-chloropyridine-2-carboxamide hydrochloride as beige crystals, m.p. 228°-229°. RXN SMILES: [Cl:1][C:2]1[CH:7]=[CH:6][N:5]=[C:4]([C:8]([NH:10][CH2:11][CH2:12][NH:13]C(=O)OC(C)(C)C)=[O:9])[CH:3]=1.FC(F)(F)C(O)=O>>[ClH:1].[NH2:13][CH2:12][CH2:11][NH:10][C:8]([C:4]1[CH:3]=[C:2]([Cl:1])[CH:7]=[CH:6][N:5]=1)=[O:9] |f:2.3|. The product is Cl.NCCNC(=O)C1=NC=CC(=C1)Cl (N-(2-aminoethyl)-4-chloropyridine-2-carboxamide hydrochloride).